Dataset: the Open Reaction Database (ORD), a public repository of structured organic reaction records. Task: describe an organic reaction: reactants, conditions, products, and yield Starting materials: Br, CCOC(=O)c1nc(NC)sc1C(C)=O, CC(=O)O, O. The product is CCOC(=O)c1nc(NC)sc1C(=O)CBr. RXN SMILES: [BrH:20].[C:1]([CH3:2])(=[O:3])[c:4]1[c:5]([C:11](=[O:12])[O:13][CH2:14][CH3:15])[n:6][c:7]([NH:9][CH3:10])[s:8]1.[CH3:16][C:17](=[O:18])[OH:19].[OH2:21]>>[C:1]([CH2:2][Br:20])(=[O:3])[c:4]1[c:5]([C:11](=[O:12])[O:13][CH2:14][CH3:15])[n:6][c:7]([NH:9][CH3:10])[s:8]1. Reactants: BrC=1C=C2C=3CCCC(C3NC2=CC1)N (6-bromo-2,3,4,9-tetrahydro-1H-carbazol-1-amine), ClC1=NC=CC=N1 (2-chloropyrimidine). The product is N1=C(N=CC=C1)NC1CCCC=2C3=CC=CC=C3NC12 (N-Pyrimidin-2-yl-2,3,4,9-tetrahydro-1H-carbazol-1-amine), yellow solid. The yield is 8.0%. Reaction SMILES: Br[C:2]1[CH:3]=[C:4]2[C:12](=[CH:13][CH:14]=1)[NH:11][C:10]1[CH:9]([NH2:15])[CH2:8][CH2:7][CH2:6][C:5]2=1.Cl[C:17]1[N:22]=[CH:21][CH:20]=[CH:19][N:18]=1>>[N:18]1[CH:19]=[CH:20][CH:21]=[N:22][C:17]=1[NH:15][CH:9]1[C:10]2[NH:11][C:12]3[C:4](=[CH:3][CH:2]=[CH:14][CH:13]=3)[C:5]=2[CH2:6][CH2:7][CH2:8]1. Procedure details: N-Pyrimidin-2-yl-2,3,4,9-tetrahydro-1H-carbazol-1-amine was prepared from 6-bromo-2,3,4,9-tetrahydro-1H-carbazol-1-amine (150 mg, 0.81 mmol) and 2-chloropyrimidine (184 mg, 1.62 mmol) in a similar manner as described in Example 22 to give 16 mg (8%) of a yellow solid. 1H-NMR (DMSO-d6): δ 10.63 (s, 1H), 8.32 (d, 2H), 7.43 (d, 1H), 7.36 (d, 1H), 7.25 (d, 1H), 7.01-6.97 (m, 1H), 6.93-6.89 (m, 1H), 6.60 (t, 1H), 5.32-5.28 (m, 1H), 2.68-2.57 (m, 2H), 2.041.97 (m, 2H), 1.87-1.75 (m, 2H). Starting materials: Clc1ncc(Br)cn1, CC(C)(C)OC(=O)N1C(CN)CC2CC21, Cc1ccccc1C, CCN(C(C)C)C(C)C, [K+], [K+], O=C([O-])[O-]. Yields the product CC(C)(C)OC(=O)N1C(CNc2ncc(Br)cn2)CC2CC21. As a reaction SMILES: [Br:1][c:2]1[cH:3][n:4][c:5]([Cl:8])[n:6][cH:7]1.[C:9]([CH3:10])([CH3:11])([CH3:12])[O:13][C:14](=[O:15])[N:16]1[CH:17]2[CH2:18][CH:19]2[CH2:20][CH:21]1[CH2:22][NH2:23].[CH3:39][c:40]1[c:41]([CH3:42])[cH:43][cH:44][cH:45][cH:46]1.[CH:30]([N:31]([CH2:32][CH3:33])[CH:34]([CH3:35])[CH3:36])([CH3:37])[CH3:38].[K+:24].[K+:25].[O-:26][C:27]([O-:28])=[O:29]>>[Br:1][c:2]1[cH:3][n:4][c:5]([NH:23][CH2:22][CH:21]2[N:16]([C:14]([O:13][C:9]([CH3:10])([CH3:11])[CH3:12])=[O:15])[CH:17]3[CH2:18][CH:19]3[CH2:20]2)[n:6][cH:7]1. As a reaction SMILES: [Br:14][N:15]1[C:16](=[O:17])[CH2:18][CH2:19][C:20]1=[O:21].[C:34]([Cl:35])([Cl:36])([Cl:37])[Cl:38].[CH3:1][c:2]1[c:3]([O:12][CH3:13])[cH:4][c:5]([C:6](=[O:7])[O:8][CH3:9])[cH:10][cH:11]1.[N:22]([C:23]([CH3:24])([CH3:25])[C:26]#[N:27])=[N:28][C:29]([CH3:30])([CH3:31])[C:32]#[N:33]>>[CH2:1]([c:2]1[c:3]([O:12][CH3:13])[cH:4][c:5]([C:6](=[O:7])[O:8][CH3:9])[cH:10][cH:11]1)[Br:14]. Starting materials: O=C1CCC(=O)N1Br, ClC(Cl)(Cl)Cl, COC(=O)c1ccc(C)c(OC)c1, CC(C)(C#N)N=NC(C)(C)C#N. Product: COC(=O)c1ccc(CBr)c(OC)c1. Reactants: NCC(C)(O)C (3-Amino-2-methyl-2-propanol), C(C)(C)N(C(C)C)CC (N,N-diisopropylethylamine), BrCC1=CC=C(C=C1)S(=O)(=O)Cl (4-(Bromomethyl)benzenesulfonyl chloride). Solvent: O1CCCC1 (tetrahydrofuran). Run at time 30 minute. Yields the product BrCC1=CC=C(C=C1)S(=O)(=O)NCC(C)(C)O (4-Bromomethyl-N-(2-hydroxy-2-methylpropyl) benzenesulfonamide). RXN SMILES: [Br:1][CH2:2][C:3]1[CH:8]=[CH:7][C:6]([S:9](Cl)(=[O:11])=[O:10])=[CH:5][CH:4]=1.[NH2:13][CH2:14][C:15]([CH3:18])([OH:17])[CH3:16].C(N(CC)C(C)C)(C)C>O1CCCC1>[Br:1][CH2:2][C:3]1[CH:8]=[CH:7][C:6]([S:9]([NH:13][CH2:14][C:15]([OH:17])([CH3:18])[CH3:16])(=[O:11])=[O:10])=[CH:5][CH:4]=1. Procedure details: 4-(Bromomethyl)benzenesulfonyl chloride (2.0 g, 7.3 mmol) was dissolved in tetrahydrofuran. 3-Amino-2-methyl-2-propanol (1.0 g, 8 mmol) and and N,N-diisopropylethylamine (1.5 mL, 8.8 mmol) were added, and the reaction was allowed to stir at ambient temperature for 30 minutes. The reaction was concentrated to an oil that was partitioned between water and ethyl acetate and extracted with ethyl acetate. The organic extracts were combined, washed with brine, dried over Na2SO4, and filtered. The resu... Reactants: CC1(C)Cc2cc(-c3ccccc3)ccc2O1, [Cl-], [Cl-], [Cl-], [Cl-], COC(Cl)Cl, ClCCl, [Ti+4]. Product: CC1(C)Cc2cc(-c3ccccc3)cc(C=O)c2O1. Reaction SMILES: [CH3:1][C:2]1([CH3:17])[O:3][c:4]2[c:5]([cH:7][c:8](-[c:11]3[cH:12][cH:13][cH:14][cH:15][cH:16]3)[cH:9][cH:10]2)[CH2:6]1.[Cl-:26].[Cl-:27].[Cl-:28].[Cl-:29].[Cl:18][CH:19]([O:20][CH3:22])[Cl:21].[Cl:23][CH2:24][Cl:25].[Ti+4:30]>>[CH3:1][C:2]1([CH3:17])[O:3][c:4]2[c:5]([cH:7][c:8](-[c:11]3[cH:12][cH:13][cH:14][cH:15][cH:16]3)[cH:9][c:10]2[CH:19]=[O:20])[CH2:6]1. As a reaction SMILES: [Br:1][C:2]1[N:6]([C:7]([CH3:10])([CH3:9])[CH3:8])[N:5]=[CH:4][C:3]=1[C:11](OCC)=[O:12].[H-].C([Al+]CC(C)C)C(C)C>C1COCC1>[Br:1][C:2]1[N:6]([C:7]([CH3:8])([CH3:9])[CH3:10])[N:5]=[CH:4][C:3]=1[CH2:11][OH:12] |f:1.2|. Yield: 79.3%. Conditions: temperature -78 celsius, time 30 minute. Solvent: C1CCOC1 (THF). Product: BrC1=C(C=NN1C(C)(C)C)CO ((5-bromo-1-tert-butyl-1H-pyrazol-4-yl)methanol). Starting materials: BrC1=C(C=NN1C(C)(C)C)C(=O)OCC (ethyl 5-bromo-1-tert-butyl-1H-pyrazole-4-carboxylate), [H-].C(C(C)C)[Al+]CC(C)C (diisobutylaluminum hydride). Procedure details: A solution of ethyl 5-bromo-1-tert-butyl-1H-pyrazole-4-carboxylate (685 mg, 2.49 mmol) in THF (20 mL) was cooled to −78° C. and treated with diisobutylaluminum hydride (7.47 mL, 7.47 mmol, 1 M THF), dropwise. The mixture was stirred at −78° C. for 30 minutes and then warmed to room temperature for 18 hours. The mixture was quenched with ethyl acetate 10 mL) and stirred 15 minutes. The mixture was then treated with saturated aqueous Rochelle's salt (25 mL) and stirred 1 hour at room temperature. ...